Dataset: the Open Reaction Database (ORD), a public repository of structured organic reaction records. Task: describe an organic reaction: reactants, conditions, products, and yield The reactants are P(=O)(O)(O)[O-].[K+] (potassium dihydrogen phosphate), P(=O)(O)(O)[O-].[Na+] (sodium dihydrogen phosphate), [Cl-].[Na+] (sodium chloride), P(=O)([O-])([O-])[O-] (phosphate), [Na+].[Cl-] (NaCl), [N-]=[N+]=[N-].[Na+] (NaN3). Product: OP(=O)(O)[O-].OP(=O)([O-])[O-].[Na+].[Na+].[Na+].[Cl-].[Cl-].[K+].[K+] (Phosphate buffered saline). RXN SMILES: [P:1]([O-:5])([OH:4])([OH:3])=[O:2].[K+:6].[P:7]([O-:11])([OH:10])([OH:9])=[O:8].[Na+:12].[Cl-:13].[Na+].P([O-])([O-])([O-])=O.[N-]=[N+]=[N-].[Na+]>>[OH:3][P:1]([O-:5])([OH:4])=[O:2].[OH:9][P:7]([O-:11])([O-:10])=[O:8].[Na+:12].[Na+:12].[Na+:12].[Cl-:13].[Cl-:13].[K+:6].[K+:6] |f:0.1,2.3,4.5,7.8,9.10.11.12.13.14.15.16.17|. Reported procedure: A buffer was prepared from potassium dihydrogen phosphate, sodium dihydrogen phosphate (12 hydrate) and sodium chloride to make phosphate concentration of 0.036M, NaCl concentration of 0.156M and pH 6.5. To this buffer was added NaN3 at a concentration of 0.1% (W/V). Starting materials: C(CC)C1=C(C=CC=C1)N=CN1C(NCC1)=N[N+](=O)[O-] (1-(2-n-propylphenyliminomethyl)-nitroiminoimidazolidine), ClC1=NC=C(C=C1)CCl (2-chloro-5-chloromethylpyridine), C([O-])([O-])=O.[K+].[K+] (potassium carbonate). Run in C(C)#N (acetonitrile). Product: ClC1=NC=C(C=C1)CN1C(N(CC1)C=NC1=C(C=CC=C1)CCC)=N[N+](=O)[O-] (1-(2-chloropyridin-5-ylmethyl)-2-nitroimino-3-(2-propylphenyliminomethyl)imidazolidine). Yield: 30.8%. Reaction SMILES: [CH2:1]([C:4]1[CH:9]=[CH:8][CH:7]=[CH:6][C:5]=1[N:10]=[CH:11][N:12]1[CH2:16][CH2:15][NH:14][C:13]1=[N:17][N+:18]([O-:20])=[O:19])[CH2:2][CH3:3].[Cl:21][C:22]1[CH:27]=[CH:26][C:25]([CH2:28]Cl)=[CH:24][N:23]=1.C(=O)([O-])[O-].[K+].[K+]>C(#N)C>[Cl:21][C:22]1[CH:27]=[CH:26][C:25]([CH2:28][N:14]2[CH2:15][CH2:16][N:12]([CH:11]=[N:10][C:5]3[CH:6]=[CH:7][CH:8]=[CH:9][C:4]=3[CH2:1][CH2:2][CH3:3])[C:13]2=[N:17][N+:18]([O-:20])=[O:19])=[CH:24][N:23]=1 |f:2.3.4|. Procedure: A mixture of 0.8 g of 1-(2-n-propylphenyliminomethyl)-nitroiminoimidazolidine, 0.42 g of 2-chloro-5-chloromethylpyridine, 0.36 g of potassium carbonate and 8 ml of acetonitrile were refluxed under heating conditions for 4 hours. The reaction mixture was evaporated and purified by column chromatography [silica gel, eluent: hexane-ethyl acetate (1:2)] to give 0.32 g of 1-(2-chloropyridin-5-ylmethyl)-2-nitroimino-3-(2-propylphenyliminomethyl)imidazolidine. Reaction SMILES: [CH3:1][O:2][c:3]1[c:4]([CH2:25][C:26]2=[C:27]([CH3:34])[CH:28]([CH2:31][CH:32]=[O:33])[CH2:29][CH2:30]2)[c:5]([O:14][S:15](=[O:16])(=[O:17])[c:18]2[cH:19][cH:20][c:21]([CH3:24])[cH:22][cH:23]2)[c:6]2[c:10]([c:11]1[CH3:12])[CH2:9][O:8][C:7]2=[O:13].[CH3:54][CH2:55][O:56][C:57](=[O:58])[CH3:59].[Cl+:43]([O-:44])[O-:45].[ClH:47].[Na+:46].[O:48]1[CH2:49][CH2:50][O:51][CH2:52][CH2:53]1.[OH:35][c:36]1[cH:37][c:38]([OH:39])[cH:40][cH:41][cH:42]1>>[CH3:1][O:2][c:3]1[c:4]([CH2:25][C:26]2=[C:27]([CH3:34])[CH:28]([CH2:31][C:32](=[O:33])[OH:35])[CH2:29][CH2:30]2)[c:5]([O:14][S:15](=[O:16])(=[O:17])[c:18]2[cH:19][cH:20][c:21]([CH3:24])[cH:22][cH:23]2)[c:6]2[c:10]([c:11]1[CH3:12])[CH2:9][O:8][C:7]2=[O:13]. The reactants are COc1c(C)c2c(c(OS(=O)(=O)c3ccc(C)cc3)c1CC1=C(C)C(CC=O)CC1)C(=O)OC2, CCOC(C)=O, [O-][Cl+][O-], Cl, [Na+], C1COCCO1, Oc1cccc(O)c1. Product: COc1c(C)c2c(c(OS(=O)(=O)c3ccc(C)cc3)c1CC1=C(C)C(CC(=O)O)CC1)C(=O)OC2. Starting materials: BrC=1N=C(C=2N(C1)N=C(N2)C=2OC=CC2)N (6-bromo-2-furan-2-yl-[1,2,4]triazolo[1,5-a]pyrazin-8-ylamine), C[Si](C)(C)C#C ((trimethylsilyl)acetylene). Reagents/catalysts: [Cu]I (copper(I) iodide), Cl[Pd]([P](C1=CC=CC=C1)(C2=CC=CC=C2)C3=CC=CC=C3)([P](C4=CC=CC=C4)(C5=CC=CC=C5)C6=CC=CC=C6)Cl (PdCl2(PPh3)2). Run in C1CCOC1 (THF), TEA. Reaction conditions: temperature 50 celsius. The product is O1C(=CC=C1)C1=NN2C(C(=NC(=C2)C#C[Si](C)(C)C)N)=N1 (2-furan-2-yl-6-trimethylsilanylethynyl-[1,2,4]triazolo[1,5-a]pyrazin-8-ylamine). As a reaction SMILES: Br[C:2]1[N:3]=[C:4]([NH2:16])[C:5]2[N:6]([N:8]=[C:9]([C:11]3[O:12][CH:13]=[CH:14][CH:15]=3)[N:10]=2)[CH:7]=1.[CH3:17][Si:18]([C:21]#[CH:22])([CH3:20])[CH3:19]>C1COCC1.[Cu]I.Cl[Pd](Cl)([P](C1C=CC=CC=1)(C1C=CC=CC=1)C1C=CC=CC=1)[P](C1C=CC=CC=1)(C1C=CC=CC=1)C1C=CC=CC=1>[O:12]1[CH:13]=[CH:14][CH:15]=[C:11]1[C:9]1[N:10]=[C:5]2[C:4]([NH2:16])=[N:3][C:2]([C:22]#[C:21][Si:18]([CH3:20])([CH3:19])[CH3:17])=[CH:7][N:6]2[N:8]=1 |^1:32,51|. Reported procedure: To a stirred solution of 6-bromo-2-furan-2-yl-[1,2,4]triazolo[1,5-a]pyrazin-8-ylamine (500 mg, 1.78 mmol, see Examples 1 and 2 above) and (trimethylsilyl)acetylene (1.5 mL, 10 mmol) in a mixture of THF (10 mL) and TEA (5 mL) was added copper(I) iodide (68 mg, 0.36 mmol, 20 mol %) and PdCl2(PPh3)2 (190 mg, 0.27 mmol, 15 mol %). The reaction vessel was degassed and heated at 50° C. for 18 hours. After cooling to room temperature, the reaction mixture was diluted with water and extracted with methy... As a reaction SMILES: [H-:1].[Na+:2].[O:31]=[CH:32][N:33]([CH3:34])[CH3:35].[O:3]=[C:4]1[CH2:5][C:6](=[O:21])[N:7]([c:15]2[cH:16][cH:17][cH:18][cH:19][cH:20]2)[c:8]2[c:9]([cH:11][cH:12][cH:13][cH:14]2)[NH:10]1.[c:22]1([CH2:28][CH2:29][Br:30])[cH:23][cH:24][cH:25][cH:26][cH:27]1>>[O:3]=[C:4]1[CH2:5][C:6](=[O:21])[N:7]([c:15]2[cH:16][cH:17][cH:18][cH:19][cH:20]2)[c:8]2[c:9]([cH:11][cH:12][cH:13][cH:14]2)[N:10]1[CH2:29][CH2:28][c:22]1[cH:23][cH:24][cH:25][cH:26][cH:27]1. Yields the product O=C1CC(=O)N(c2ccccc2)c2ccccc2N1CCc1ccccc1. Reactants: [H-], [Na+], CN(C)C=O, O=C1CC(=O)N(c2ccccc2)c2ccccc2N1, BrCCc1ccccc1. Reactants: C(=NC1CCCCC1)=NC1CCCCC1, NC1CCN(CCCc2ccccc2)CC1, C1CCOC1, Cc1[nH]c2ccc(O)cc2c1C(=O)O. The product is Cc1[nH]c2ccc(O)cc2c1C(=O)NC1CCN(CCCc2ccccc2)CC1. Reaction SMILES: [CH:31]1([N:32]=[C:33]=[N:34][CH:35]2[CH2:36][CH2:37][CH2:38][CH2:39][CH2:40]2)[CH2:41][CH2:42][CH2:43][CH2:44][CH2:45]1.[NH2:15][CH:16]1[CH2:17][CH2:18][N:19]([CH2:22][CH2:23][CH2:24][c:25]2[cH:26][cH:27][cH:28][cH:29][cH:30]2)[CH2:20][CH2:21]1.[O:46]1[CH2:47][CH2:48][CH2:49][CH2:50]1.[OH:1][c:2]1[cH:3][c:4]2[c:5]([C:12](=[O:13])[OH:14])[c:6]([CH3:11])[nH:7][c:8]2[cH:9][cH:10]1>>[OH:1][c:2]1[cH:3][c:4]2[c:5]([C:12](=[O:14])[NH:15][CH:16]3[CH2:17][CH2:18][N:19]([CH2:22][CH2:23][CH2:24][c:25]4[cH:26][cH:27][cH:28][cH:29][cH:30]4)[CH2:20][CH2:21]3)[c:6]([CH3:11])[nH:7][c:8]2[cH:9][cH:10]1. Starting materials: BrC=1C(=NN(C1)C)Cl (4-bromo-3-chloro-1-methyl-1H-pyrazole), ClC1=C(C(=CC=C1F)OC)[C@@H](C)C1=CNC2=NC=C(C=C21)B2OC(C(O2)(C)C)(C)C (3-[(S)-1-(2-chloro-3-fluoro-6-methoxy-phenyl)-ethyl]-5-(4,4,5,5-tetramethyl-[1,3,2]dioxaborolan-2-yl)-1H-pyrrolo[2,3-b]pyridine), C([O-])([O-])=O.[K+].[K+] (potassium carbonate). The solvent is O1CCOCC1 (dioxane). Reagents/catalysts: C=1C=CC(=CC1)[P](C=2C=CC=CC2)(C=3C=CC=CC3)[Pd]([P](C=4C=CC=CC4)(C=5C=CC=CC5)C=6C=CC=CC6)([P](C=7C=CC=CC7)(C=8C=CC=CC8)C=9C=CC=CC9)[P](C=1C=CC=CC1)(C=1C=CC=CC1)C=1C=CC=CC1 (Pd(PPh3)4). Conditions: temperature 100 celsius. Procedure: A solution of 4-bromo-3-chloro-1-methyl-1H-pyrazole (0.0136 g, 0.0697 mmol), 3-[(S)-1-(2-chloro-3-fluoro-6-methoxy-phenyl)-ethyl]-5-(4,4,5,5-tetramethyl-[1,3,2]dioxaborolan-2-yl)-1H-pyrrolo[2,3-b]pyridine (0.020 g, 0.046 mmol), potassium carbonate (0.0193 g, 0.139 mmol) and Pd(PPh3)4 (5.37 mg, 0.00464 mmol) in previously degassed 4:1 dioxane:water (1.0 mL) was evacuated and charged with N2 (2×) and heated under microwave conditions [Biotage, 100° C., 30 min, high absorption]. This was purified b... Product: ClC1=C(C(=CC=C1F)OC)[C@@H](C)C1=CNC2=NC=C(C=C21)C=2C(=NN(C2)C)Cl (3-[(1S)-1-(2-chloro-3-fluoro-6-methoxyphenyl)ethyl]-5-(3-chloro-1-methyl-1H-pyrazol-4-yl)-1H-pyrrolo[2,3-b]pyridine). Reaction SMILES: Br[C:2]1[C:3]([Cl:8])=[N:4][N:5]([CH3:7])[CH:6]=1.[Cl:9][C:10]1[C:15]([F:16])=[CH:14][CH:13]=[C:12]([O:17][CH3:18])[C:11]=1[C@H:19]([C:21]1[C:29]2[C:24](=[N:25][CH:26]=[C:27](B3OC(C)(C)C(C)(C)O3)[CH:28]=2)[NH:23][CH:22]=1)[CH3:20].C(=O)([O-])[O-].[K+].[K+]>C1C=CC([P]([Pd]([P](C2C=CC=CC=2)(C2C=CC=CC=2)C2C=CC=CC=2)([P](C2C=CC=CC=2)(C2C=CC=CC=2)C2C=CC=CC=2)[P](C2C=CC=CC=2)(C2C=CC=CC=2)C2C=CC=CC=2)(C2C=CC=CC=2)C2C=CC=CC=2)=CC=1.O1CCOCC1>[Cl:9][C:10]1[C:15]([F:16])=[CH:14][CH:13]=[C:12]([O:17][CH3:18])[C:11]=1[C@H:19]([C:21]1[C:29]2[C:24](=[N:25][CH:26]=[C:27]([C:2]3[C:3]([Cl:8])=[N:4][N:5]([CH3:7])[CH:6]=3)[CH:28]=2)[NH:23][CH:22]=1)[CH3:20] |f:2.3.4,^1:48,50,69,88|. The reactants are O (water), [N+](=O)([O-])C1=CC=C(C=C1)O (4-nitrophenol), C([O-])([O-])=O.[K+].[K+] (potassium carbonate), ClC=1C2=C(N=CN1)NC=C2 (4-Chloro-7H-pyrrolo[2,3-d]pyrimidine). Run in CN(C)C=O (DMF). Conditions: temperature 110 celsius. Product: [N+](=O)([O-])C1=CC=C(OC=2C3=C(N=CN2)NC=C3)C=C1 (4-(4-Nitro-phenoxy)-7H-pyrrolo[2,3-d]pyrimidine). RXN SMILES: Cl[C:2]1[C:3]2[CH:10]=[CH:9][NH:8][C:4]=2[N:5]=[CH:6][N:7]=1.[N+:11]([C:14]1[CH:19]=[CH:18][C:17]([OH:20])=[CH:16][CH:15]=1)([O-:13])=[O:12].C(=O)([O-])[O-].[K+].[K+].O>CN(C=O)C>[N+:11]([C:14]1[CH:19]=[CH:18][C:17]([O:20][C:2]2[C:3]3[CH:10]=[CH:9][NH:8][C:4]=3[N:5]=[CH:6][N:7]=2)=[CH:16][CH:15]=1)([O-:13])=[O:12] |f:2.3.4|. Reported procedure: To a solution of 4-Chloro-7H-pyrrolo[2,3-d]pyrimidine (3.1 g, 20 mmol) dissolved in DMF (60 ml) are added 4-nitrophenol (4.9 g, 35 mmol) and potassium carbonate (5.3 g, 38 mmol). The resulting solution is heated to 110° C. overnight. After the completion of reaction as indicated by disappearance of starting material, the reaction mixture is cooled to ambient temperature and poured into cold water. The resulting solids are collected by filtration and washed with water (3×100 ml). The crude produc...